From a dataset of the Open Reaction Database (ORD), a public repository of structured organic reaction records. describe an organic reaction: reactants, conditions, products, and yield Starting materials: dichloride, COC1=CC=C(C=C1)C#C (4-Methoxyphenyl acetylene), C(#CC)C1=CC=C(C=C1)I (4-(1-propynyl)iodobenzene). Reagents/catalysts: [Cu](I)I (copper iodide). Solvent: C(C)NCC (diethylamine). The product is COC1=CC=C(C=C1)C#CC1=CC=C(C=C1)C#CC (4-methoxy-4'-(1-propynyl)tolan). RXN SMILES: [CH3:1][O:2][C:3]1[CH:8]=[CH:7][C:6]([C:9]#[CH:10])=[CH:5][CH:4]=1.[C:11]([C:14]1[CH:19]=[CH:18][C:17](I)=[CH:16][CH:15]=1)#[C:12][CH3:13]>C(NCC)C.[Cu](I)I>[CH3:1][O:2][C:3]1[CH:8]=[CH:7][C:6]([C:9]#[C:10][C:17]2[CH:18]=[CH:19][C:14]([C:11]#[C:12][CH3:13])=[CH:15][CH:16]=2)=[CH:5][CH:4]=1. Procedure: 4-Methoxyphenyl acetylene (2.65 g, 0.02 mol) and 4-(1-propynyl)iodobenzene (5.0 g, 0.02 mol) were dissolved in diethylamine (20 ml), and then added copper iodide (0.06 g) and dichlorobistriphenylphosphinepalladium dichloride (0.21 g) were added. The resulting mixture was subjected to reaction and purification operations in the same manners as in Example 1, to obtain the objective 4-methoxy-4'-(1-propynyl)tolan (No. 297) (1.35 g). As a reaction SMILES: [CH3:16][O:17][C:18]([c:19]1[cH:20][cH:21][c:22]([CH2:25][Br:26])[cH:23][cH:24]1)=[O:27].[CH3:1][O:2][c:3]1[cH:4][cH:5][c:6](-[c:9]2[n:10][c:11]([SH:15])[n:12][cH:13][cH:14]2)[cH:7][cH:8]1.[O:28]=[CH:29][N:30]([CH3:31])[CH3:32]>>[CH3:1][O:2][c:3]1[cH:4][cH:5][c:6](-[c:9]2[n:10][c:11]([S:15][CH2:25][c:22]3[cH:21][cH:20][c:19]([C:18]([O:17][CH3:16])=[O:27])[cH:24][cH:23]3)[n:12][cH:13][cH:14]2)[cH:7][cH:8]1. The reactants are COC(=O)c1ccc(CBr)cc1, COc1ccc(-c2ccnc(S)n2)cc1, CN(C)C=O. The product is COC(=O)c1ccc(CSc2nccc(-c3ccc(OC)cc3)n2)cc1. Reactants: C(C)C1C(CC(C(C(OC(C2CCCCN2C(C(C2(C(CC(C(C(CC(CC(=C1)C)C)OC)O2)OC)C)O)=O)=O)=O)C(=CC2CC(C(CC2)OCC=CC2=CC=C(C=C2)F)OC)C)C)O)=O (17-ethyl-1,14-dihydroxy-12-[2'-(4"-p-fluorocinnamyloxy-3"-methoxycyclohexyl)-1'-methylvinyl]-23,25-dimethoxy-13,19,21,27-tetramethyl-11,28-dioxa-4-azatricyclo[22.3.1.04,9 ]octacos-18-ene-2,3,10,16-tetraone), [H][H] (hydrogen). Reagents/catalysts: [Rh] (rhodium on carbon). Conditions: time 45 minute. Yields the product C(C)C1C(CC(C(C(OC(C2CCCCN2C(C(C2(C(CC(C(C(CC(CC(=C1)C)C)OC)O2)OC)C)O)=O)=O)=O)C(=CC2CC(C(CC2)OCCCC2=CC=C(C=C2)F)OC)C)C)O)=O (17-Ethyl-1,14-dihydroxy-12-[2'-(3"-methoxy-4"-p-fluorophenpropyloxycyclohexyl)-1'-methylvinyl]-23,25-dimethoxy-13,19,21,27-tetramethyl-11,28-dioxa-4-azatricyclo[22.3.1.04,9 ]octacos-18-ene-2,3,10,16-tetraone). Yield: 34.0%. RXN SMILES: [CH2:1]([CH:3]1[CH:29]=[C:28]([CH3:30])[CH2:27][CH:26]([CH3:31])[CH2:25][CH:24]([O:32][CH3:33])[CH:23]2[O:34][C:19]([OH:38])([CH:20]([CH3:37])[CH2:21][CH:22]2[O:35][CH3:36])[C:18](=[O:39])[C:17](=[O:40])[N:16]2[CH:11]([CH2:12][CH2:13][CH2:14][CH2:15]2)[C:10](=[O:41])[O:9][CH:8]([C:42]([CH3:63])=[CH:43][CH:44]2[CH2:49][CH2:48][CH:47]([O:50][CH2:51][CH:52]=[CH:53][C:54]3[CH:59]=[CH:58][C:57]([F:60])=[CH:56][CH:55]=3)[CH:46]([O:61][CH3:62])[CH2:45]2)[CH:7]([CH3:64])[CH:6]([OH:65])[CH2:5][C:4]1=[O:66])[CH3:2].[H][H]>[Rh]>[CH2:1]([CH:3]1[CH:29]=[C:28]([CH3:30])[CH2:27][CH:26]([CH3:31])[CH2:25][CH:24]([O:32][CH3:33])[CH:23]2[O:34][C:19]([OH:38])([CH:20]([CH3:37])[CH2:21][CH:22]2[O:35][CH3:36])[C:18](=[O:39])[C:17](=[O:40])[N:16]2[CH:11]([CH2:12][CH2:13][CH2:14][CH2:15]2)[C:10](=[O:41])[O:9][CH:8]([C:42]([CH3:63])=[CH:43][CH:44]2[CH2:49][CH2:48][CH:47]([O:50][CH2:51][CH2:52][CH2:53][C:54]3[CH:59]=[CH:58][C:57]([F:60])=[CH:56][CH:55]=3)[CH:46]([O:61][CH3:62])[CH2:45]2)[CH:7]([CH3:64])[CH:6]([OH:65])[CH2:5][C:4]1=[O:66])[CH3:2]. Procedure details: To a solution of 17-ethyl-1,14-dihydroxy-12-[2'-(4"-p-fluorocinnamyloxy-3"-methoxycyclohexyl)-1'-methylvinyl]-23,25-dimethoxy-13,19,21,27-tetramethyl-11,28-dioxa-4-azatricyclo[22.3.1.04,9 ]octacos-18-ene-2,3,10,16-tetraone (22 mg in 2 ml ethanol) was added 6 mg of 5% rhodium on carbon catalyst. The reaction flask was fitted with a hydrogen balloon, evacuated and recharged with hydrogen (3 times) and stirred at room temperature. After 45 minutes, the mixture was filtered over Celite, concentrated... Reactants: ClC1=C2C(=NN=C1C1=CC=CC=C1)NN=C2C2=CC=CC=C2 (4-chloro-3,5-diphenyl-1H-pyrazolo[3,4-c]pyridazine), CC1(COC1)CO ((3-methyloxetan-3-yl)methanol). Product: ClC1=C2C(=NN=C1C1=CC=CC=C1)N(N=C2C2=CC=CC=C2)CC2(COC2)C (4-chloro-1-[(3-methyloxetan-3-yl)methyl]-3,5-diphenyl-pyrazolo[3,4-c]pyridazine). Reaction SMILES: [Cl:1][C:2]1[C:7]([C:8]2[CH:13]=[CH:12][CH:11]=[CH:10][CH:9]=2)=[N:6][N:5]=[C:4]2[NH:14][N:15]=[C:16]([C:17]3[CH:22]=[CH:21][CH:20]=[CH:19][CH:18]=3)[C:3]=12.[CH3:23][C:24]1([CH2:28]O)[CH2:27][O:26][CH2:25]1>>[Cl:1][C:2]1[C:7]([C:8]2[CH:9]=[CH:10][CH:11]=[CH:12][CH:13]=2)=[N:6][N:5]=[C:4]2[N:14]([CH2:23][C:24]3([CH3:28])[CH2:27][O:26][CH2:25]3)[N:15]=[C:16]([C:17]3[CH:18]=[CH:19][CH:20]=[CH:21][CH:22]=3)[C:3]=12. Procedure details: Compound IIf was synthesized from 4-chloro-3,5-diphenyl-1H-pyrazolo[3,4-c]pyridazine and (3-methyloxetan-3-yl)methanol following the general procedure for the Mitsunobu reaction. Reactants: CC(C)C1NCCC1(O)C1CC1, N#Cc1ccc(F)cc1F, [Li+], [Li+], O=C([O-])[O-]. Product: CC(C)C1N(c2ccc(C#N)c(F)c2)CCC1(O)C1CC1. RXN SMILES: [CH:1]1([C:4]2([OH:12])[CH:5]([CH:9]([CH3:10])[CH3:11])[NH:6][CH2:7][CH2:8]2)[CH2:2][CH2:3]1.[F:13][c:14]1[c:15]([C:16]#[N:17])[cH:18][cH:19][c:20]([F:22])[cH:21]1.[Li+:23].[Li+:24].[O-:25][C:26](=[O:27])[O-:28]>>[CH:1]1([C:4]2([OH:12])[CH:5]([CH:9]([CH3:10])[CH3:11])[N:6]([c:20]3[cH:19][cH:18][c:15]([C:16]#[N:17])[c:14]([F:13])[cH:21]3)[CH2:7][CH2:8]2)[CH2:2][CH2:3]1. Product: C(C)(=O)N1CCC(CC1)N1N=CC(=C1)C1=C2C(=C(N=C1)N)OC(=C2)C2=CNC1=CC(=CC=C21)C#N (3-{4-[1-(1-acetylpiperidin-4-yl)-1H-pyrazol-4-yl]-7-aminofuro[2,3-c]pyridin-2-yl}-1H-indole-6-carbonitrile). The reactants are NC=1N=CC(=C2C1OC(=C2)Cl)C2C=NN(C2)C2CCN(CC2)C(C)=O (1-{4-[4-(7-amino-2-chloro-furo[2,3-c]pyridin-4-yl)-4,5-dihydro-pyrazol-1-yl]-piperidin-1-yl}ethanone), CC1(OB(OC1(C)C)C1=CNC2=CC(=CC=C12)C#N)C (3-(4,4,5,5-tetramethyl-[1,3,2]dioxaborolan-2-yl)-1H-indole-6-carbonitrile). Reaction SMILES: [NH2:1][C:2]1[N:3]=[CH:4][C:5]([CH:12]2[CH2:16][N:15]([CH:17]3[CH2:22][CH2:21][N:20]([C:23](=[O:25])[CH3:24])[CH2:19][CH2:18]3)[N:14]=[CH:13]2)=[C:6]2[CH:10]=[C:9](Cl)[O:8][C:7]=12.CC1(C)C(C)(C)OB([C:34]2[C:42]3[C:37](=[CH:38][C:39]([C:43]#[N:44])=[CH:40][CH:41]=3)[NH:36][CH:35]=2)O1>>[C:23]([N:20]1[CH2:21][CH2:22][CH:17]([N:15]2[CH:16]=[C:12]([C:5]3[CH:4]=[N:3][C:2]([NH2:1])=[C:7]4[O:8][C:9]([C:34]5[C:42]6[C:37](=[CH:38][C:39]([C:43]#[N:44])=[CH:40][CH:41]=6)[NH:36][CH:35]=5)=[CH:10][C:6]=34)[CH:13]=[N:14]2)[CH2:18][CH2:19]1)(=[O:25])[CH3:24]. Yield: 60.0%. Reported procedure: The title compound was prepared in 60% yield from 1-{4-[4-(7-amino-2-chloro-furo[2,3-c]pyridin-4-yl)-4,5-dihydro-pyrazol-1-yl]-piperidin-1-yl}ethanone and 3-(4,4,5,5-tetramethyl-[1,3,2]dioxaborolan-2-yl)-1H-indole-6-carbonitrile by a procedure analogous to Example 213. 1H NMR (600 MHz, CD3OD): δ 1.99-2.02 (m, 2H), 2.12 (s, 3H), 2.14-2.24 (m, 2H), 2.84-2.88 (m, 1H), 3.29-3.38 (m, 1H), 4.07-4.11 (m, 1H), 4.52-4.54 (m, 1H), 4.67-4.70 (m, 1H), 7.25 (s, 1H), 7.51 (d, J=7.8 Hz, 1H), 7.84 (s, 1H), 7.89...